This data is from the Open Reaction Database (ORD), a public repository of structured organic reaction records. The task is: describe an organic reaction: reactants, conditions, products, and yield Starting materials: CSC(NC#N)=NC=1C=NC=CC1 (S-Methyl N-cyano-N'-3-pyridylisothiourea), C1(=CC=CC=C1)SCCN (2-phenylthioethylamine). Solvent: N1=CC=CC=C1 (pyridine). Reaction conditions: time 4 day. Yields the product C(#N)NC(=NC=1C=NC=CC1)NCCSC1=CC=CC=C1 (N-Cyano-N'-(2-phenylthioethyl)-N"-3-pyridylguanidine). As a reaction SMILES: CS[C:3](=[N:7][C:8]1[CH:9]=[N:10][CH:11]=[CH:12][CH:13]=1)[NH:4][C:5]#[N:6].[C:14]1([S:20][CH2:21][CH2:22][NH2:23])[CH:19]=[CH:18][CH:17]=[CH:16][CH:15]=1>N1C=CC=CC=1>[C:5]([NH:4][C:3]([NH:23][CH2:22][CH2:21][S:20][C:14]1[CH:19]=[CH:18][CH:17]=[CH:16][CH:15]=1)=[N:7][C:8]1[CH:9]=[N:10][CH:11]=[CH:12][CH:13]=1)#[N:6]. Reported procedure: S-Methyl N-cyano-N'-3-pyridylisothiourea (1.92 g) was dissolved in pyridine (10 ml), and 2-phenylthioethylamine (3.06 g) was added. The mixture was kept at room temperature for 4 days, when it was evaporated in vacuo. The residue was triturated with ether (40 ml), and the resulting suspension was filtered and washed with ether. Starting materials: ClC1=C(C=CC2=C1SC=C2C2=C(C=CC=C2)F)OC (7-chloro-3-(2-fluorophenyl)-6-methoxybenzo[b]thiophene), Cl.N1=CC=CC=C1 (pyridine hydrochloride). Solvent: O (Water). Conditions: temperature 190 celsius. Yields the product ClC1=C(C=CC2=C1SC=C2C2=C(C=CC=C2)F)O (7-chloro-6-hydroxy-3-(2-fluorophenyl)benzo[b]thiophene). Isolated yield 98.4%. Reaction SMILES: [Cl:1][C:2]1[C:7]2[S:8][CH:9]=[C:10]([C:11]3[CH:16]=[CH:15][CH:14]=[CH:13][C:12]=3[F:17])[C:6]=2[CH:5]=[CH:4][C:3]=1[O:18]C.Cl.N1C=CC=CC=1>O>[Cl:1][C:2]1[C:7]2[S:8][CH:9]=[C:10]([C:11]3[CH:16]=[CH:15][CH:14]=[CH:13][C:12]=3[F:17])[C:6]=2[CH:5]=[CH:4][C:3]=1[OH:18] |f:1.2|. Procedure details: A mixture of 9.5 g of 7-chloro-3-(2-fluorophenyl)-6-methoxybenzo[b]thiophene and 80 g of pyridine hydrochloride is heated at 190° C. for 7 hours, with stirring. Water (500 ml) is added to the cooled reaction mixture and the resulting suspension is extracted with ether (3 times). The combined etheral extracts are cooled with dilute hydrochloric acid, dried over anhydrous magnesium sulfate and evaporated to afford 8.9 g of 7-chloro-6-hydroxy-3-(2-fluorophenyl)benzo[b]thiophene. Reactants: OC1=CC=NN1C1=NC=CC(=C1)C#N (2-(5-hydroxy-1H-pyrazol-1-yl)pyridine-4-carbonitrile), C(C)C1=CC=C(C=C1)CO ((4-ethylphenyl)methanol). The product is C(C)C1=CC=C(COC2=CC=NN2C2=NC=CC(=C2)C#N)C=C1 (2-{5-[(4-ethylbenzyl)oxy]-1H-pyrazol-1-yl}pyridine-4-carbonitrile). As a reaction SMILES: [OH:1][C:2]1[N:6]([C:7]2[CH:12]=[C:11]([C:13]#[N:14])[CH:10]=[CH:9][N:8]=2)[N:5]=[CH:4][CH:3]=1.[CH2:15]([C:17]1[CH:22]=[CH:21][C:20]([CH2:23]O)=[CH:19][CH:18]=1)[CH3:16]>>[CH2:15]([C:17]1[CH:22]=[CH:21][C:20]([CH2:23][O:1][C:2]2[N:6]([C:7]3[CH:12]=[C:11]([C:13]#[N:14])[CH:10]=[CH:9][N:8]=3)[N:5]=[CH:4][CH:3]=2)=[CH:19][CH:18]=1)[CH3:16]. Procedure details: The title compound was prepared from 2-(5-hydroxy-1H-pyrazol-1-yl)pyridine-4-carbonitrile and (4-ethylphenyl)methanol according to the procedure for the preparation of Example 39, part C. 1H NMR (400 MHz, CDCl3): δ 1.26 (3H, t, J=6.0 Hz)), 2.66 (2H, q, J=6.0 Hz), 5.01 (2H, s), 5.75 (1H, d, J=2.0 Hz), 7.22-7.35 (4H, m), 7.39 (1H, dd, J=0.8 Hz, J=4.8 Hz), 7.57 (1H, d, J=2.0 Hz), 8.02 (1H, s), 8.71 (1H, d, J=4.8 Hz). [M+H] Calc'd for C18H16N4O, 305. Found, 305. Starting materials: CCOCC (ether), COC1=CC=2CC[C@H]3[C@@H]4CC[C@@H]([C@@]4(C)CC[C@@H]3C2C=C1)NCCCNCCCCNCCCN (3-Methoxy-N-(4,9,13-triazatridecan-1-yl)-estra-1,3,5(10)-trien-17β-amine), Cl (HCl). The solvent is CO (methanol), CO (methanol). Product: Cl.Cl.Cl.Cl.COC1=CC=2CC[C@H]3[C@@H]4CC[C@@H]([C@@]4(C)CC[C@@H]3C2C=C1)NCCCNCCCCNCCCN (3-Methoxy-N-(4,9,13-triazatridecan-1-yl)-estra-1,3,5(10)-trien-17β-amine, tetrahydrochloride). RXN SMILES: [CH3:1][O:2][C:3]1[CH:20]=[CH:19][C:18]2[C@@H:17]3[C@H:8]([C@H:9]4[C@@:13]([CH2:15][CH2:16]3)([CH3:14])[C@@H:12]([NH:21][CH2:22][CH2:23][CH2:24][NH:25][CH2:26][CH2:27][CH2:28][CH2:29][NH:30][CH2:31][CH2:32][CH2:33][NH2:34])[CH2:11][CH2:10]4)[CH2:7][CH2:6][C:5]=2[CH:4]=1.[ClH:35].CCOCC>CO>[ClH:35].[ClH:35].[ClH:35].[ClH:35].[CH3:1][O:2][C:3]1[CH:20]=[CH:19][C:18]2[C@@H:17]3[C@H:8]([C@H:9]4[C@@:13]([CH2:15][CH2:16]3)([CH3:14])[C@@H:12]([NH:21][CH2:22][CH2:23][CH2:24][NH:25][CH2:26][CH2:27][CH2:28][CH2:29][NH:30][CH2:31][CH2:32][CH2:33][NH2:34])[CH2:11][CH2:10]4)[CH2:7][CH2:6][C:5]=2[CH:4]=1 |f:4.5.6.7.8|. Procedure: A solution of the title compound from Example 96 (0.184 g) in absolute methanol (1 ml) is treated at 20°-25° under nitrogen with 0.53M anhydrous HCl in methanol (3.1 ml) until acid by pH paper. The resulting solution becomes turbid within a minute and a precipitate begins to form. The resulting suspension is stirred for --5 minutes, and anhydrous ether (45 ml) is added in portions over 30 minutes. The suspension is stirred for --15 minutes and filtered. The filtercake is washed with anhydrous et... Starting materials: CC(C)(C)OC(=O)c1cc(Br)cc(CO)c1, ClCCl, [Na+], [Na+], [Na+], O=C([O-])O, O=S([O-])[O-]. Yields the product CC(C)(C)OC(=O)c1cc(Br)cc(C=O)c1. As a reaction SMILES: [Br:1][c:2]1[cH:3][c:4]([C:5](=[O:6])[O:7][C:8]([CH3:9])([CH3:10])[CH3:11])[cH:12][c:13]([CH2:15][OH:16])[cH:14]1.[Cl:28][CH2:29][Cl:30].[Na+:21].[Na+:26].[Na+:27].[O-:17][C:18]([OH:19])=[O:20].[S:22]([O-:23])([O-:24])=[O:25]>>[Br:1][c:2]1[cH:3][c:4]([C:5](=[O:6])[O:7][C:8]([CH3:9])([CH3:10])[CH3:11])[cH:12][c:13]([CH:15]=[O:16])[cH:14]1. The reactants are C(C)(C)N(CC)C(C)C (diisopropyl ethyl amine), ClC(=O)OC1CCCC1 (cyclopentyl chloroformate), Cl.C(#N)CNC(=O)[C@H]1NC[C@@H](C1)S(=O)(=O)C1=C(C=CC=C1)C(F)(F)F ((2S,4R)-4-(2-trifluoromethyl-benzenesulfonyl)-pyrrolidine-2-carboxylic acid cyanomethyl-amide hydrochloride). The solvent is C(C)#N (acetonitrile). Reaction conditions: time 2 hour. The product is C1(CCCC1)OC(=O)N1[C@@H](C[C@H](C1)S(=O)(=O)C1=C(C=CC=C1)C(F)(F)F)C(NCC#N)=O ((2S,4R)-2-(cyanomethyl-carbamoyl)-4-(2-trifluoromethyl-benzenesulfonyl)-pyrrolidine-1-carboxylic acid cyclopentyl ester). As a reaction SMILES: Cl.[C:2]([CH2:4][NH:5][C:6]([C@@H:8]1[CH2:12][C@@H:11]([S:13]([C:16]2[CH:21]=[CH:20][CH:19]=[CH:18][C:17]=2[C:22]([F:25])([F:24])[F:23])(=[O:15])=[O:14])[CH2:10][NH:9]1)=[O:7])#[N:3].C(N(C(C)C)CC)(C)C.Cl[C:36]([O:38][CH:39]1[CH2:43][CH2:42][CH2:41][CH2:40]1)=[O:37]>C(#N)C>[CH:39]1([O:38][C:36]([N:9]2[CH2:10][C@H:11]([S:13]([C:16]3[CH:21]=[CH:20][CH:19]=[CH:18][C:17]=3[C:22]([F:25])([F:23])[F:24])(=[O:15])=[O:14])[CH2:12][C@H:8]2[C:6](=[O:7])[NH:5][CH2:4][C:2]#[N:3])=[O:37])[CH2:43][CH2:42][CH2:41][CH2:40]1 |f:0.1|. Reported procedure: L21. To a suspension of (2S,4R)-4-(2-trifluoromethyl-benzenesulfonyl)-pyrrolidine-2-carboxylic acid cyanomethyl-amide hydrochloride (0.13 mmole) from experiment K2 in acetonitrile (1 ml) was added at 22° C. diisopropyl ethyl amine (0.40 mmole) and cyclopentyl chloroformate (0.15 mmole) and stirring was continued for 2 h. The mixture was quenched with methanol, acidified with acetic acid and subjected to prep. HPLC (RP-18) using a mixture of acetonitrile and water to give (2S,4R)-2-(cyanomethyl-c... Reactants: [Al+3], ClCCl, [Cl-], [Cl-], [Cl-], O=C(Cl)CCl, Cl, CS(=O)(=O)Nc1ccccc1. The product is CS(=O)(=O)Nc1ccc(C(=O)CCl)cc1. Reaction SMILES: [Al+3:18].[CH2:22]([Cl:23])[Cl:24].[Cl-:17].[Cl-:19].[Cl-:20].[Cl:12][CH2:13][C:14](=[O:15])[Cl:16].[ClH:21].[c:1]1([NH:7][S:8](=[O:9])(=[O:10])[CH3:11])[cH:2][cH:3][cH:4][cH:5][cH:6]1>>[c:1]1([NH:7][S:8](=[O:9])(=[O:10])[CH3:11])[cH:2][cH:3][c:4]([C:14]([CH2:13][Cl:12])=[O:15])[cH:5][cH:6]1.